Dataset: the Open Reaction Database (ORD), a public repository of structured organic reaction records. Task: describe an organic reaction: reactants, conditions, products, and yield The reactants are C(C)(=O)C1(C(OCC1)=O)CN(CC1=CC=CC=C1)CC1=CC=CC=C1 (3-acetyl-N,N-dibenzyl-3-aminomethyltetrahydrofuran-2-one), [OH-].[Na+] (NaOH). The reagents and catalysts are [Cl-].C(CCCCCCCCCCCCCCC)[N+](CC1=CC=CC=C1)(C)C (cetyldimethylbenzylammonium chloride). Solvent: C(C)OCC (diethyl ether). The product is C(C1=CC=CC=C1)N(CC1=CC=CC=C1)CC1C(OCC1)=O (N,N-dibenzyl-3-aminomethyltetrahydrofuran-2-one). Yield: 58.0%. RXN SMILES: C([C:4]1([CH2:10][N:11]([CH2:19][C:20]2[CH:25]=[CH:24][CH:23]=[CH:22][CH:21]=2)[CH2:12][C:13]2[CH:18]=[CH:17][CH:16]=[CH:15][CH:14]=2)[CH2:8][CH2:7][O:6][C:5]1=[O:9])(=O)C.[OH-].[Na+]>[Cl-].C([N+](C)(C)CC1C=CC=CC=1)CCCCCCCCCCCCCCC.C(OCC)C>[CH2:12]([N:11]([CH2:10][CH:4]1[CH2:8][CH2:7][O:6][C:5]1=[O:9])[CH2:19][C:20]1[CH:21]=[CH:22][CH:23]=[CH:24][CH:25]=1)[C:13]1[CH:14]=[CH:15][CH:16]=[CH:17][CH:18]=1 |f:1.2,3.4|. Reported procedure: To 6.8 g of 3-acetyl-N,N-dibenzyl-3-aminomethyltetrahydrofuran-2-one, 33.8 g of diethyl ether and 0.68 g of cetyldimethylbenzylammonium chloride were added, followed by dropwise addition of 8 g of 10% by weight NaOH aqueous solution at 0° C. The resulting diethyl ether layer was separated, was concentrated under reduced pressure, the residue was subjected to column chromatography on a silica gel, was eluted with hexane-ethyl acetate and thereby yielded 3.45 g of N,N-dibenzyl-3-aminomethyltetrahy...